From a dataset of the Open Reaction Database (ORD), a public repository of structured organic reaction records. describe an organic reaction: reactants, conditions, products, and yield Reactants: [BH4-].[Na+] (NaBH4), Cl (HCl), Cl.COC=1C=C2CCN=C(C2=CC1)C (3,4-dihydro-6-methoxy-1-methylisoquinoline hydrochloride), [OH-].[Na+] (NaOH), [BH4-].[Na+] (NaBH4). Solvent: CO (methanol). Reaction conditions: time 2 hour. The product is Cl.COC=1C=C2CCNC(C2=CC1)C (1,2,3,4-tetrahydro-6-methoxy-1-methylisoquinoline hydrochloride). The yield is 80.5%. Reaction SMILES: [ClH:1].[CH3:2][O:3][C:4]1[CH:5]=[C:6]2[C:11](=[CH:12][CH:13]=1)[C:10]([CH3:14])=[N:9][CH2:8][CH2:7]2.[OH-].[Na+].[BH4-].[Na+].Cl>CO>[ClH:1].[CH3:2][O:3][C:4]1[CH:5]=[C:6]2[C:11](=[CH:12][CH:13]=1)[CH:10]([CH3:14])[NH:9][CH2:8][CH2:7]2 |f:0.1,2.3,4.5,8.9|. Reported procedure: To a stirred solution of 3,4-dihydro-6-methoxy-1-methylisoquinoline hydrochloride (19.2 g, 0.09 m) and NaOH (2.0 g, 0.05 m) in absolute methanol (600 ml) was added NaBH4 (14.0 g, 0.37 m) and the mixture was stirred for 2 hours. Another 4 g (0.11 m) of NaBH4 was added, and after 4 hours the reaction was added slowly to 150 ml of 20% aq HCl. The mixture was brought to gentle reflux for 2 hours and then the reaction was filtered, and the filtrate was concentrated on a rotating evaporator. The resid... Starting materials: NCC12CCCN2CCC1 (7a-Aminomethylhexahydro-1H-pyrrolizine), N1C=C(C2=CC=CC=C12)C(=O)O (indole-3-carboxylic acid). Yields the product C1CCN2CCCC12CNC(=O)C1=CNC2=CC=CC=C12 (N-(tetrahydro-1H-pyrrolizin-7a(5H)-ylmethyl)-1H-indole-3-carboxamide). Reaction SMILES: [NH2:1][CH2:2][C:3]12[CH2:10][CH2:9][CH2:8][N:7]1[CH2:6][CH2:5][CH2:4]2.[NH:11]1[C:19]2[C:14](=[CH:15][CH:16]=[CH:17][CH:18]=2)[C:13]([C:20](O)=[O:21])=[CH:12]1>>[CH2:4]1[C:3]2([CH2:2][NH:1][C:20]([C:13]3[C:14]4[C:19](=[CH:18][CH:17]=[CH:16][CH:15]=4)[NH:11][CH:12]=3)=[O:21])[N:7]([CH2:8][CH2:9][CH2:10]2)[CH2:6][CH2:5]1. Procedure: Following the procedure of example 1, 7a-Aminomethylhexahydro-1H-pyrrolizine is reacted with indole-3-carboxylic acid to afford the title compound. The reactants are ClC1=C(C(=CC=C1)Cl)N1C(NCC2=C(C=C(C=C12)C1CCC2(OCCO2)CC1)C1=C(C=CC=C1)Cl)=O (1-(2,6-Dichlorophenyl)-5-(2-chlorophenyl)-7-(1,4-dioxaspiro(4.5)dec-8-yl)-3,4-dihydro-2(1H)-quinazolinone), ClC1=C(C(=CC=C1)Cl)N1C(NCC2=C(C=C(C=C12)C1CCC2(OCCO2)CC1)C1=C(C=CC=C1)Cl)=O (1-(2,6-Dichlorophenyl)-5-(2-chlorophenyl)-7-(1,4-dioxaspiro(4.5)dec-8-yl)-3,4-dihydro-2(1H)-quinazolinone). Run in CC(=O)C (acetone). Reaction conditions: time 6 hour. The product is ClC1=C(C(=CC=C1)Cl)N1C(NCC2=C(C=C(C=C12)C1CCC(CC1)=O)C1=C(C=CC=C1)Cl)=O (1-(2,6-Dichlorophenyl)-5-(2-chlorophenyl)-7-(1-cyclohexanon-4-yl)-3,4-dihydro-2(1H)-quinazolinone). RXN SMILES: [Cl:1][C:2]1[CH:7]=[CH:6][CH:5]=[C:4]([Cl:8])[C:3]=1[N:9]1[C:18]2[C:13](=[C:14]([C:29]3[CH:34]=[CH:33][CH:32]=[CH:31][C:30]=3[Cl:35])[CH:15]=[C:16]([CH:19]3[CH2:28][CH2:27][C:22]4(OCC[O:23]4)[CH2:21][CH2:20]3)[CH:17]=2)[CH2:12][NH:11][C:10]1=[O:36]>CC(C)=O>[Cl:1][C:2]1[CH:7]=[CH:6][CH:5]=[C:4]([Cl:8])[C:3]=1[N:9]1[C:18]2[C:13](=[C:14]([C:29]3[CH:34]=[CH:33][CH:32]=[CH:31][C:30]=3[Cl:35])[CH:15]=[C:16]([CH:19]3[CH2:20][CH2:21][C:22](=[O:23])[CH2:27][CH2:28]3)[CH:17]=2)[CH2:12][NH:11][C:10]1=[O:36]. Procedure details: To a suspension of 1-(2,6-Dichlorophenyl)-5-(2-chlorophenyl)-7-(1,4-dioxaspiro(4.5)dec-8-yl)-3,4-dihydro-2(1H)-quinazolinone (248 mg, 0.456 mmol) (INTERMEDIATE 72) in acetone (12 mL) was added Amberlyst-15 (130 mg). The mixture was stirred at RT for 6 hours at which time the reaction mixture became homogeneous. The solution was filtered and the solvent concentrated. The crude material was purified by silica gel chromatography eluting with 1:4 acetone:hexanes followed by 1:3 acetone:hexanes to gi...